Task: describe an organic reaction: reactants, conditions, products, and yield. Dataset: the Open Reaction Database (ORD), a public repository of structured organic reaction records The reactants are COC1CCN(C(=O)c2cc3nccc(Oc4ccc5c(C(=O)O)c(C)oc5c4)c3s2)C1, O=C(Cl)C(=O)Cl, CCCN. Product: CCCNC(=O)c1c(C)oc2cc(Oc3ccnc4cc(C(=O)N5CCC(OC)C5)sc34)ccc12. As a reaction SMILES: [CH3:1][O:2][CH:3]1[CH2:4][N:5]([C:8](=[O:9])[c:10]2[cH:11][c:12]3[n:13][cH:14][cH:15][c:16]([O:19][c:20]4[cH:21][c:22]5[c:23]([c:24]([C:28](=[O:29])[OH:30])[c:25]([CH3:27])[o:26]5)[cH:31][cH:32]4)[c:17]3[s:18]2)[CH2:6][CH2:7]1.[Cl:33][C:34]([C:35]([Cl:36])=[O:37])=[O:38].[NH2:39][CH2:40][CH2:41][CH3:42]>>[CH3:1][O:2][CH:3]1[CH2:4][N:5]([C:8](=[O:9])[c:10]2[cH:11][c:12]3[n:13][cH:14][cH:15][c:16]([O:19][c:20]4[cH:21][c:22]5[c:23]([c:24]([C:28](=[O:29])[NH:39][CH2:40][CH2:41][CH3:42])[c:25]([CH3:27])[o:26]5)[cH:31][cH:32]4)[c:17]3[s:18]2)[CH2:6][CH2:7]1. The reactants are [Li]CCCC, CCCC[Sn](Cl)(CCCC)CCCC, C1CCOC1, CCCCCC, COCc1ncn2ccsc12, CCOC(C)=O. RXN SMILES: [CH2:18]([Li:19])[CH2:20][CH2:21][CH3:22].[CH2:23]([CH2:24][CH2:25][CH3:26])[Sn:27]([CH2:28][CH2:29][CH2:30][CH3:31])([CH2:32][CH2:33][CH2:34][CH3:35])[Cl:36].[CH2:43]1[O:44][CH2:45][CH2:46][CH2:47]1.[CH3:12][CH2:13][CH2:14][CH2:15][CH2:16][CH3:17].[CH3:1][O:2][CH2:3][c:4]1[n:5][cH:6][n:7]2[c:8]1[s:9][cH:10][cH:11]2.[CH3:37][CH2:38][O:39][C:40](=[O:41])[CH3:42]>>[CH3:1][O:2][CH2:3][c:4]1[n:5][cH:6][n:7]2[c:8]1[s:9][cH:10][c:11]2[Sn:27]([CH2:23][CH2:24][CH2:25][CH3:26])([CH2:28][CH2:29][CH2:30][CH3:31])[CH2:32][CH2:33][CH2:34][CH3:35]. Yields the product CCCC[Sn](CCCC)(CCCC)c1csc2c(COC)ncn12.